This data is from the Open Reaction Database (ORD), a public repository of structured organic reaction records. The task is: describe an organic reaction: reactants, conditions, products, and yield Starting materials: Cl.O1CCNCC2=C1C=CC(=C2)OC(C2=CC=CC=C2)=O ((2,3,4,5-tetrahydro-1,4-benzoxazepin-7-yl)benzoate hydrochloride), ClC1=NC=NC(=C1CC1=CC=C(C=C1)F)C (4-chloro-5-[(4-fluorophenyl)methyl]-6-methylpyrimidine), C([O-])([O-])=O.[K+].[K+] (potassium carbonate), CN(C)C=O (DMF). The solvent is C(C)(=O)OCC (ethyl acetate). Conditions: temperature 130 celsius. Product: FC1=CC=C(C=C1)CC=1C(=NC=NC1C)N1CCOC2=C(C1)C=C(C=C2)C2=CC=C(C(=O)OC)C=C2 (methyl 4-(4-{5-[(4-fluorophenyl)methyl]-6-methylpyrimidin-4-yl}-2,3,4,5-tetrahydro-1,4-benzoxazepin-7-yl)benzoate). Isolated yield 50.0%. RXN SMILES: Cl.[O:2]1[C:8]2[CH:9]=[CH:10][C:11](OC(=O)C3C=CC=CC=3)=[CH:12][C:7]=2[CH2:6][NH:5][CH2:4][CH2:3]1.Cl[C:23]1[C:28]([CH2:29][C:30]2[CH:35]=[CH:34][C:33]([F:36])=[CH:32][CH:31]=2)=[C:27]([CH3:37])[N:26]=[CH:25][N:24]=1.[C:38](=[O:41])([O-])[O-].[K+].[K+].CN([CH:47]=[O:48])C>C(OCC)(=O)C>[F:36][C:33]1[CH:34]=[CH:35][C:30]([CH2:29][C:28]2[C:23]([N:5]3[CH2:6][C:7]4[CH:12]=[C:11]([C:7]5[CH:12]=[CH:11][C:10]([C:38]([O:48][CH3:47])=[O:41])=[CH:9][CH:8]=5)[CH:10]=[CH:9][C:8]=4[O:2][CH2:3][CH2:4]3)=[N:24][CH:25]=[N:26][C:27]=2[CH3:37])=[CH:31][CH:32]=1 |f:0.1,3.4.5|. Reported procedure: A suspension of -(2,3,4,5-tetrahydro-1,4-benzoxazepin-7-yl)benzoate hydrochloride (1.30 g, 4.14 mmol), 4-chloro-5-[(4-fluorophenyl)methyl]-6-methylpyrimidine (reagent preparation 5) (0.98 g, 4.14 mmol), and potassium carbonate (1.71 g, 12.4 mmol) in DMF (20 mL) was heated to 130° C. for 18 h. The reaction mixture was cooled to room temperature, diluted with ethyl acetate (40 mL), and then washed with water (50 mL) and brine (20 mL). The organic layer was dried over sodium sulfate then filtered a... Reactants: ICC(CC(=O)O)CI (3-iodomethyl-4-iodobutyric acid), Cl (HCl), C(C)O (ethanol). Conditions: time 2 day. Product: C(C)OC(CC(CI)CI)=O (ethyl-3-iodomethyl-4-iodobutyrate). Reaction SMILES: [I:1][CH2:2][CH:3]([CH2:8][I:9])[CH2:4][C:5]([OH:7])=[O:6].Cl.[CH2:11](O)[CH3:12]>>[CH2:11]([O:6][C:5](=[O:7])[CH2:4][CH:3]([CH2:8][I:9])[CH2:2][I:1])[CH3:12]. Reported procedure: A solution of 2.831 g (8 mmole) 3-iodomethyl-4-iodobutyric acid in 80 mL ethanol is saturated with HCl gas at 0° C. After stirring the solution at room temperature for two days, the solvent is removed under vacuum, and the residue is dissolved in dichloromethane. The dichloromethane layer is washed with 10% aqueous sodium bicarbonate (3×100 mL), water (1×100 mL) and brine. The separated dichloromethane layer is dried over with magnesium sulfate, filtered and evaporated to give ethyl-3-iodomethyl...